This data is from the Open Reaction Database (ORD), a public repository of structured organic reaction records. The task is: describe an organic reaction: reactants, conditions, products, and yield Starting materials: ClC1=NC=C(C=C1)C#N (2-chloro-5-cyanopyridine), CO (methanol), S(O)(O)(=O)=O (sulfuric acid), solution, [H-].C(C(C)C)[Al+]CC(C)C (diisobutylaluminum hydride). Run in C1(=CC=CC=C1)C (toluene). Conditions: time 1 hour. Yields the product ClC1=NC=C(C=C1)C=O (2-Chloro-5-formylpyridine). Reaction SMILES: [Cl:1][C:2]1[CH:7]=[CH:6][C:5]([C:8]#N)=[CH:4][N:3]=1.[H-].C([Al+]CC(C)C)C(C)C.CO.S(=O)(=O)(O)[OH:23]>C1(C)C=CC=CC=1>[Cl:1][C:2]1[CH:7]=[CH:6][C:5]([CH:8]=[O:23])=[CH:4][N:3]=1 |f:1.2|. Reported procedure: To a cooled 5° C., stirred solution of 2-chloro-5-cyanopyridine (25.0 grams) in anhydrous toluene (540 mL) was added a 1 M solution of diisobutylaluminum hydride (189 mL) over a 30 minute period. The resulting red-colored solution was treated with methanol (50 mL) and 2M sulfuric acid (150 mL), sequentially. The resulting biphasic solution was allowed to warm to ambient temperature and stirred for 1 hour. The reaction mixture was extracted with ethyl acetate, the combined organic layers were was...